Dataset: the Open Reaction Database (ORD), a public repository of structured organic reaction records. Task: describe an organic reaction: reactants, conditions, products, and yield The reactants are FC(C(=O)O)(F)F.ClC1=CN=C(C2=CC(=CC=C12)S(=O)(=O)N(CC(=O)O)CC1=CC(=CC=C1)Cl)NC(=N)N (N-[(4-Chloro-1-guanidino-7-isoquinolinyl)sulphonyl]-N-(3-chlorobenzyl)glycine trifluoroacetate), Cl.NC(=N)N (guanidine hydrochloride), C(C)(C)(C)OC(CN(CC1=CC(=CC=C1)Cl)S(=O)(=O)C1=CC=C2C(=CN=C(C2=C1)Cl)Cl)=O (N-[(1,4-Dichloro-7-isoquinolinyl)sulphonyl]-N-(3-chlorobenzyl)glycine t-butyl ester). The solvent is CCOCC (Et2O), COCCOC (DME). Reaction conditions: temperature 60 celsius. The product is Cl.C(C)(C)(C)OC(CN(CC1=CC(=CC=C1)Cl)S(=O)(=O)C1=CC=C2C(=CN=C(C2=C1)NC(=N)N)Cl)=O (N-[(4-chloro-1-guanidino-7-isoquinolinyl)sulphonyl]-N-(3-chlorobenzyl)glycine t-butyl ester hydrochloride). The yield is 40.3%. RXN SMILES: FC(F)(F)C(O)=O.[Cl:8]C1C2C(=CC(S(N(CC3C=CC=C(Cl)C=3)CC(O)=O)(=O)=O)=CC=2)C(NC(N)=N)=NC=1.Cl.[NH2:40][C:41]([NH2:43])=[NH:42].[C:44]([O:48][C:49](=[O:75])[CH2:50][N:51]([S:60]([C:63]1[CH:72]=[C:71]2[C:66]([C:67]([Cl:74])=[CH:68][N:69]=[C:70]2Cl)=[CH:65][CH:64]=1)(=[O:62])=[O:61])[CH2:52][C:53]1[CH:58]=[CH:57][CH:56]=[C:55]([Cl:59])[CH:54]=1)([CH3:47])([CH3:46])[CH3:45]>COCCOC.CCOCC>[ClH:8].[C:44]([O:48][C:49](=[O:75])[CH2:50][N:51]([S:60]([C:63]1[CH:72]=[C:71]2[C:66]([C:67]([Cl:74])=[CH:68][N:69]=[C:70]2[NH:42][C:41]([NH2:43])=[NH:40])=[CH:65][CH:64]=1)(=[O:61])=[O:62])[CH2:52][C:53]1[CH:58]=[CH:57][CH:56]=[C:55]([Cl:59])[CH:54]=1)([CH3:47])([CH3:45])[CH3:46] |f:0.1,2.3,7.8|. Procedure details: N-[(4-Chloro-1-guanidino-7-isoquinolinyl)sulphonyl]-N-(3-chlorobenzyl)glycine trifluoroacetate ##STR23## NaH (35 mg, 80% dispersion by wt in mineral oil, 1.16 mmol) was added in one portion to a suspension of guanidine hydrochloride (150 mg, 1.55 mmol) in DME (10 mL) and the mixture was heated at 60° C. under N2 for 30 min. N-[(1,4-Dichloro-7-isoquinolinyl)sulphonyl]-N-(3-chlorobenzyl)glycine t-butyl ester (185 mg, 0.36 mmol) was added and the mixture heated at 90° C. for 5 h. The cooled mixture... The reactants are CI (Methyl iodide), C(C=C)C1=C(C(=CC=C1F)[N+](=O)[O-])O (2-allyl-3-fluoro-6-nitro-phenol), C([O-])([O-])=O.[K+].[K+] (potassium carbonate). Run in C(C)#N (acetonitrile). Yields the product C(C=C)C1=C(C=CC(=C1OC)[N+](=O)[O-])F (2-allyl-1-fluoro-3-methoxy-4-nitro-benzene). Yield: 75.8%. RXN SMILES: CI.[CH2:3]([C:6]1[C:11]([F:12])=[CH:10][CH:9]=[C:8]([N+:13]([O-:15])=[O:14])[C:7]=1[OH:16])[CH:4]=[CH2:5].[C:17](=O)([O-])[O-].[K+].[K+]>C(#N)C>[CH2:3]([C:6]1[C:7]([O:16][CH3:17])=[C:8]([N+:13]([O-:15])=[O:14])[CH:9]=[CH:10][C:11]=1[F:12])[CH:4]=[CH2:5] |f:2.3.4|. Procedure details: Methyl iodide (5.3 g, 37.9 mmol, 5 eq) was added to a solution of 2-allyl-3-fluoro-6-nitro-phenol (1.5 g, 7.5 mmol) and potassium carbonate (2.1 g, 15.1 mmol, 2 eq) in anhydrous acetonitrile (20 ml) and the reaction mixture was heated to reflux for 6 hr. The reaction mixture was filtered and washed with acetonitrile and the filtrate was concentrated to dryness to yield 2-allyl-1-fluoro-3-methoxy-4-nitro-benzene (1.2 g, 75%). The crude compound was used in the next stage without purification. The reactants are CC(Br)c1ccnc2ncnn12, COCCOC, [H-], [Na+], Oc1cccc(Cl)c1. Product: CC(Oc1cccc(Cl)c1)c1ccnc2ncnn12. As a reaction SMILES: [Br:11][CH:12]([CH3:13])[c:14]1[cH:15][cH:16][n:17][c:18]2[n:19]1[n:20][cH:21][n:22]2.[CH3:23][O:24][CH2:25][CH2:26][O:27][CH3:28].[H-:9].[Na+:10].[OH:1][c:2]1[cH:3][cH:4][cH:5][c:6]([Cl:7])[cH:8]1>>[O:1]([c:2]1[cH:3][cH:4][cH:5][c:6]([Cl:7])[cH:8]1)[CH:12]([CH3:13])[c:14]1[cH:15][cH:16][n:17][c:18]2[n:19]1[n:20][cH:21][n:22]2. Starting materials: C1(=CC=CC=C1)C(C1=CC=CC=C1)OC(=O)C1=CCS[C@H]2N1C([C@H]2NC(C(=NOC)C=2N=C(SC2Cl)NC(=O)OCC2=CC=CC=C2)=O)=O (7β-[2-(2-carbobenzoxyamino-5-chloro-4-thiazolyl)-2-methoxyiminoacetamido]-3-cephem-4-carboxylic acid diphenylmethyl ester), [Cl-].[Al+3].[Cl-].[Cl-] (aluminium chloride), C(O)([O-])=O.[Na+] (sodium hydrogen carbonate). Run in C1(=CC=CC=C1)OC (anisole). Conditions: temperature 10 celsius, time 90 minute. Product: NC=1SC(=C(N1)C(C(=O)N[C@H]1[C@@H]2N(C(=CCS2)C(=O)O)C1=O)=NOC)Cl (7β-[2-(2-amino-5-chloro-4-thiazolyl)-2-methoxyiminoacetamido]-3-cephem-4-carboxylic acid). Isolated yield 74.0%. As a reaction SMILES: C1(C([O:14][C:15]([C:17]2[N:22]3[C:23](=[O:49])[C@@H:24]([NH:25][C:26](=[O:48])[C:27]([C:31]4[N:32]=[C:33]([NH:37]C(OCC5C=CC=CC=5)=O)[S:34][C:35]=4[Cl:36])=[N:28][O:29][CH3:30])[C@H:21]3[S:20][CH2:19][CH:18]=2)=[O:16])C2C=CC=CC=2)C=CC=CC=1.[Cl-].[Al+3].[Cl-].[Cl-].C(=O)([O-])O.[Na+]>C1(OC)C=CC=CC=1>[NH2:37][C:33]1[S:34][C:35]([Cl:36])=[C:31]([C:27](=[N:28][O:29][CH3:30])[C:26]([NH:25][C@@H:24]2[C:23](=[O:49])[N:22]3[C:17]([C:15]([OH:16])=[O:14])=[CH:18][CH2:19][S:20][C@H:21]23)=[O:48])[N:32]=1 |f:1.2.3.4,5.6|. Reported procedure: To a solution of 7β-[2-(2-carbobenzoxyamino-5-chloro-4-thiazolyl)-2-methoxyiminoacetamido]-3-cephem-4-carboxylic acid diphenylmethyl ester (216 mg) in anisole (5 ml) is added aluminium chloride (400 mg) under ice-cooling, and the mixture is stirred for 90 minutes at 10° C. The reaction mixture is adjusted to pH 8-9 with 5% aqueous sodium hydrogen carbonate solution, and filtered to remove separated solid. The filtrate is washed with ethyl acetate, acidified with 10% hydrochloric acid to pH 2 and... The reactants are [Al+3], [Cl-], [Cl-], [Cl-], ClCCl, COc1ccc2c(c1)c(C(=O)C(=O)Nc1c(Cl)cncc1Cl)cn2Cc1ccc(F)cc1, Cl. Product: O=C(Nc1c(Cl)cncc1Cl)C(=O)c1cn(Cc2ccc(F)cc2)c2ccc(O)cc12. RXN SMILES: [Al+3:2].[Cl-:1].[Cl-:3].[Cl-:4].[Cl:38][CH2:39][Cl:40].[Cl:5][c:6]1[cH:7][n:8][cH:9][c:10]([Cl:36])[c:11]1[NH:12][C:13]([C:14](=[O:15])[c:16]1[cH:17][n:18]([CH2:27][c:28]2[cH:29][cH:30][c:31]([F:34])[cH:32][cH:33]2)[c:19]2[cH:20][cH:21][c:22]([O:25][CH3:26])[cH:23][c:24]12)=[O:35].[ClH:37]>>[Cl:5][c:6]1[cH:7][n:8][cH:9][c:10]([Cl:36])[c:11]1[NH:12][C:13]([C:14](=[O:15])[c:16]1[cH:17][n:18]([CH2:27][c:28]2[cH:29][cH:30][c:31]([F:34])[cH:32][cH:33]2)[c:19]2[cH:20][cH:21][c:22]([OH:25])[cH:23][c:24]12)=[O:35]. Starting materials: O=C[C@H](O)[C@@H](O)[C@@H](O)CO (L-arabinose), O=C[C@@H](O)[C@@H](O)[C@@H](O)CO (L-ribose), 78189k. The product is O=C[C@H](O)[C@H](O)[C@@H](O)[C@@H](O)CO (L-mannose). RXN SMILES: [O:1]=[CH:2][C@@H:3]([C@H:5]([C@H:7]([CH2:9][OH:10])[OH:8])[OH:6])[OH:4].[O:11]=[CH:12][C@H]([C@H]([C@H](CO)O)O)O>>[O:1]=[CH:2][C@@H:3]([C@@H:5]([C@H:7]([C@H:9]([CH2:12][OH:11])[OH:10])[OH:8])[OH:6])[OH:4]. Procedure: It is also known that both D-glucose and D-mannose can be epimerized in an aqueous solution containing about 17% by weight of D-glucose or D-mannose, based on total solution weight (i.e., 20% by weight of glucose, based on the weight of water) and a small amount of molybdic acid catalyst producing a solution containing 25 percent D-mannose, remainder D-glucose on the dry basis. This epimerization is described by V. Bilik, Chem. Zvesti, 26, 183-186 (1972) and in Czech patent 149,051 (June 15, 197... Starting materials: ice, C(=O)(OCC)C(CCC1=CC=CC=C1)NC1COC2=C(NC1=O)C=CC=C2 (3-[N-(1-carboethoxy-3-phenylpropyl)amino]-2,3-dihydro-1,5-benzoxazepin-4(5H)-one), [OH-].[K+] (potassium hydroxide), BrCC(=O)OC (methyl bromoacetate). Reagents/catalysts: [Br-].C(CCC)[N+](CCCC)(CCCC)CCCC (tetrabutylammonium bromide). Run in O1CCCC1 (tetrahydrofuran). Conditions: time 3 hour. The product is C(=O)(OCC)C(CCC1=CC=CC=C1)NC1COC2=C(N(C1=O)CC(=O)OC)C=CC=C2 (3-[N-(1-carboethoxy-3-phenylpropyl)amino]-5-carbomethoxymethyl-2,3-dihydro-1,5-benzoxazepin-4(5H)-one). As a reaction SMILES: [C:1]([CH:6]([NH:15][CH:16]1[C:22](=[O:23])[NH:21][C:20]2[CH:24]=[CH:25][CH:26]=[CH:27][C:19]=2[O:18][CH2:17]1)[CH2:7][CH2:8][C:9]1[CH:14]=[CH:13][CH:12]=[CH:11][CH:10]=1)([O:3][CH2:4][CH3:5])=[O:2].[OH-].[K+].Br[CH2:31][C:32]([O:34][CH3:35])=[O:33]>[Br-].C([N+](CCCC)(CCCC)CCCC)CCC.O1CCCC1>[C:1]([CH:6]([NH:15][CH:16]1[C:22](=[O:23])[N:21]([CH2:31][C:32]([O:34][CH3:35])=[O:33])[C:20]2[CH:24]=[CH:25][CH:26]=[CH:27][C:19]=2[O:18][CH2:17]1)[CH2:7][CH2:8][C:9]1[CH:10]=[CH:11][CH:12]=[CH:13][CH:14]=1)([O:3][CH2:4][CH3:5])=[O:2] |f:1.2,4.5|. Procedure details: An ice cold mixture of 81 mg of 3-[N-(1-carboethoxy-3-phenylpropyl)amino]-2,3-dihydro-1,5-benzoxazepin-4(5H)-one, 15 mg of powdered potassium hydroxide and 6.5 mg of tetrabutylammonium bromide in 3 ml of dry tetrahydrofuran is treated with 32 mg of methyl bromoacetate. The reaction is allowed to stir for 3 hr at room temperature. At this time the solution is filtered and concentrated and the residue is dissolved in 20 ml of ethyl acetate. This is washed with 5 ml of water and dried over potassiu...